This data is from the Open Reaction Database (ORD), a public repository of structured organic reaction records. The task is: describe an organic reaction: reactants, conditions, products, and yield The product is C1(CC1)C(C(CC1=CC(=CC=C1)C=1C=C(C=C2C=CC=NC12)C(C)(C)S(=O)(=O)C)C1=CC=C(C=C1)S(=O)(=O)C)=O (1-cyclopropyl-3-{3-[6-(1-methanesulfonyl-1-methyl-ethyl)-quinolin-8-yl]-phenyl}-2-(4-methanesulfonyl-phenyl)-propan-1-one). Reaction conditions: temperature 0 celsius, time 1 hour. Reaction SMILES: [CH:1]1([Mg]Br)[CH2:3][CH2:2]1.[CH3:6][S:7]([C:10]([C:13]1[CH:14]=[C:15]2[C:20](=[C:21]([C:23]3[CH:24]=[C:25]([CH2:29][CH:30]([C:37]4[CH:42]=[CH:41][C:40]([S:43]([CH3:46])(=[O:45])=[O:44])=[CH:39][CH:38]=4)[C:31](N(OC)C)=[O:32])[CH:26]=[CH:27][CH:28]=3)[CH:22]=1)[N:19]=[CH:18][CH:17]=[CH:16]2)([CH3:12])[CH3:11])(=[O:9])=[O:8]>C1COCC1.C(OCC)(=O)C.[Cl-].[NH4+]>[CH:1]1([C:31](=[O:32])[CH:30]([C:37]2[CH:38]=[CH:39][C:40]([S:43]([CH3:46])(=[O:45])=[O:44])=[CH:41][CH:42]=2)[CH2:29][C:25]2[CH:26]=[CH:27][CH:28]=[C:23]([C:21]3[CH:22]=[C:13]([C:10]([S:7]([CH3:6])(=[O:9])=[O:8])([CH3:12])[CH3:11])[CH:14]=[C:15]4[C:20]=3[N:19]=[CH:18][CH:17]=[CH:16]4)[CH:24]=2)[CH2:3][CH2:2]1 |f:4.5|. Run in C1CCOC1 (THF), C(C)(=O)OCC (ethyl acetate), [Cl-].[NH4+] (ammonium chloride). Reactants: CeCl3, C1(CC1)[Mg]Br (cyclopropylmagnesium bromide), CS(=O)(=O)C(C)(C)C=1C=C2C=CC=NC2=C(C1)C=1C=C(C=CC1)CC(C(=O)N(C)OC)C1=CC=C(C=C1)S(=O)(=O)C (3-{3-[6-(1-methanesulfonyl-1-methyl-ethyl)-quinolin-8-yl]-phenyl}-2-(4-methanesulfonyl-phenyl)-N-methoxy-N-methyl-propionamide). Procedure details: Anhydrous CeCl3 (266 mg, 1.26 mmol) was heated 2 h at 130° C. under high vacuum, refluxed in THF (10 mL) for 1 h then cooled to 0° C. To the resulting white suspension at 0° C. was added freshly prepared cyclopropylmagnesium bromide (0.6M, THF, 2.11 mL, 1.25 mmol) and the resulting mixture stirred at 0° C. for 1 h then cooled to −78° C. The 3-{3-[6-(1-methanesulfonyl-1-methyl-ethyl)-quinolin-8-yl]-phenyl}-2-(4-methanesulfonyl-phenyl)-N-methoxy-N-methyl-propionamide from Step 1 (in THF, 150 mg, 0...